Dataset: the Open Reaction Database (ORD), a public repository of structured organic reaction records. Task: describe an organic reaction: reactants, conditions, products, and yield Starting materials: ClC=1C(=NC=NC1Cl)N (5,6-dichloropyrimidin-4-amine), N1=CC(=CC=C1)OC1=CC=C(C=C1)B(O)O ((4-(pyridin-3-yloxy)phenyl)boronic acid), OC1CC2(CN(C2)C(=O)OC(C)(C)C)C1 (tert-butyl 6-hydroxy-2-azaspiro[3.3]heptane-2-carboxylate), C(C=C)(=O)O (acrylic acid). The product is NC1=C(C(=NC=N1)OC1CC2(CN(C2)C(C=C)=O)C1)C1=CC=C(C=C1)OC=1C=NC=CC1 (1-(6-((6-amino-5-(4-(pyridin-3-yloxy)phenyl)pyrimidin-4-yl)oxy)-2-azaspiro[3.3]heptan-2-yl)prop-2-en-1-one). Isolated yield 21.2%. Reaction SMILES: Cl[C:2]1[C:3]([NH2:9])=[N:4][CH:5]=[N:6][C:7]=1Cl.[N:10]1[CH:15]=[CH:14][CH:13]=[C:12]([O:16][C:17]2[CH:22]=[CH:21][C:20](B(O)O)=[CH:19][CH:18]=2)[CH:11]=1.[OH:26][CH:27]1[CH2:40][C:29]2([CH2:32][N:31]([C:33]([O:35]C(C)(C)C)=O)[CH2:30]2)[CH2:28]1.[C:41](O)(=O)[CH:42]=C>>[NH2:9][C:3]1[N:4]=[CH:5][N:6]=[C:7]([O:26][CH:27]2[CH2:28][C:29]3([CH2:30][N:31]([C:33](=[O:35])[CH:41]=[CH2:42])[CH2:32]3)[CH2:40]2)[C:2]=1[C:20]1[CH:21]=[CH:22][C:17]([O:16][C:12]2[CH:11]=[N:10][CH:15]=[CH:14][CH:13]=2)=[CH:18][CH:19]=1. Procedure details: 1-(6-((6-amino-5-(4-(pyridin-3-yloxy)phenyl)pyrimidin-4-yl)oxy)-2-azaspiro[3.3]heptan-2-yl)prop-2-en-1-one was prepared 5,6-dichloropyrimidin-4-amine, (4-(pyridin-3-yloxy)phenyl)boronic acid, tert-butyl 6-hydroxy-2-azaspiro[3.3]heptane-2-carboxylate and acrylic acid with method S1, S2, S3, S4A. Yield 21.2%. 1H NMR (CD3OD) δ 8.31 (m, 2H), 8.13 (s, 1H), 7.52 (m, 1H), 6.97 (m, 1H), 7.41 (d, 2H), 7.19 (m, 2H), 6.25 (m, 2H), 5.75 (m, 1H), 5.24 (m, 1H), 4.21 (d, 2H), 4.03 (d, 2H), 2.72 (m, 2H), 2.25 (... Starting materials: BrC1=CC=C(O1)C=C1C(NC2=CC=C(C=C12)Cl)=O (3-((5-bromofuran-2-yl)methylene)-5-chloroindolin-2-one), C(=O)([O-])[O-].[Cs+].[Cs+] (Cs2CO3), CC1(OB(OC1(C)C)C=1C=CC(=NC1)N1CCNCC1)C (1-(5-(4,4,5,5-tetramethyl-1,3,2-dioxaborolan-2-yl)pyridin-2-yl)piperazine). Run in O1CCOCC1.O (dioxane water). Run at temperature 120 celsius. The product is ClC=1C=C2C(C(NC2=CC1)=O)=CC=1OC(=CC1)C=1C=NC(=CC1)N1CCNCC1 (5-chloro-3-((5-(6-(piperazin-1-yl)pyridin-3-yl)furan-2-yl)methylene)indolin-2-one). Reaction SMILES: Br[C:2]1[O:6][C:5]([CH:7]=[C:8]2[C:16]3[C:11](=[CH:12][CH:13]=[C:14]([Cl:17])[CH:15]=3)[NH:10][C:9]2=[O:18])=[CH:4][CH:3]=1.C([O-])([O-])=O.[Cs+].[Cs+].CC1(C)C(C)(C)OB([C:33]2[CH:34]=[CH:35][C:36]([N:39]3[CH2:44][CH2:43][NH:42][CH2:41][CH2:40]3)=[N:37][CH:38]=2)O1>O1CCOCC1.O>[Cl:17][C:14]1[CH:15]=[C:16]2[C:11](=[CH:12][CH:13]=1)[NH:10][C:9](=[O:18])[C:8]2=[CH:7][C:5]1[O:6][C:2]([C:33]2[CH:38]=[N:37][C:36]([N:39]3[CH2:40][CH2:41][NH:42][CH2:43][CH2:44]3)=[CH:35][CH:34]=2)=[CH:3][CH:4]=1 |f:1.2.3,5.6|. Reported procedure: To 3-((5-bromofuran-2-yl)methylene)-5-chloroindolin-2-one (50 mg, 0.155 mmol) in dioxane/water (5% water) was added Cs2CO3 (152 mg, 0.466 mmol) and 1-(5-(4,4,5,5-tetramethyl-1,3,2-dioxaborolan-2-yl)pyridin-2-yl)piperazine (54 mg, 0.186 mmol). The mixture was degassed with nitrogen for 5 minutes then heated in microwave for 20 minutes at 120° C. The solution was diluted with water and the solid formed was isolated by filtration. The solid purified by HPLC to yield 5-chloro-3-((5-(6-(piperazin-1-y... Reactants: FB(F)F, [BH4-], O=C([O-])O, ClCCl, O=C(O)Cc1c(Cl)cccc1[N+](=O)[O-], [Na+], [Na+], C1CCOC1, O. Yields the product O=[N+]([O-])c1cccc(Cl)c1CCO. As a reaction SMILES: [B:17]([F:18])([F:19])[F:20].[BH4-:1].[C:21](=[O:22])([O-:23])[OH:24].[CH2:26]([Cl:27])[Cl:28].[Cl:3][c:4]1[c:5]([CH2:13][C:14](=[O:15])[OH:16])[c:6]([N+:10](=[O:11])[O-:12])[cH:7][cH:8][cH:9]1.[Na+:25].[Na+:2].[O:30]1[CH2:31][CH2:32][CH2:33][CH2:34]1.[OH2:29]>>[Cl:3][c:4]1[c:5]([CH2:13][CH2:14][OH:15])[c:6]([N+:10](=[O:11])[O-:12])[cH:7][cH:8][cH:9]1. The reactants are C1CCOC1, CC(C)(C)C(=O)Nc1cccc(Cl)n1, ClC(Cl)(Cl)C(Cl)(Cl)Cl, [Li]CCCC. The product is CC(C)(C)C(=O)Nc1nc(Cl)ccc1Cl. RXN SMILES: [CH2:28]1[O:29][CH2:30][CH2:31][CH2:32]1.[Cl:1][c:2]1[cH:3][cH:4][cH:5][c:6]([NH:8][C:9]([C:10]([CH3:11])([CH3:12])[CH3:13])=[O:14])[n:7]1.[Cl:20][C:21]([C:22]([Cl:23])([Cl:24])[Cl:25])([Cl:26])[Cl:27].[Li:15][CH2:16][CH2:17][CH2:18][CH3:19]>>[Cl:1][c:2]1[cH:3][cH:4][c:5]([Cl:20])[c:6]([NH:8][C:9]([C:10]([CH3:11])([CH3:12])[CH3:13])=[O:14])[n:7]1. The reactants are COC(=O)C1=C(C=C2[C@@H](C[C@@H](N(C2=C1)C(=O)OCC)C)NC(=O)OCC1=CC=CC=C1)OC (cis-4-Benzyloxycarbonylamino-6-methoxy-2-methyl-3,4-dihydro-2H-quinoline-1,7-dicarboxylic acid 1-ethyl ester 7-methyl ester), C1=CCCCC1 (cyclohexene). Reagents/catalysts: [Pd] (palladium on carbon). The solvent is C(C)O (ethanol). The product is COC(=O)C1=C(C=C2[C@@H](C[C@@H](N(C2=C1)C(=O)OCC)C)N)OC (cis-4-Amino-6-methoxy-2-methyl-3,4-dihydro-2H-quinoline-1,7-dicarboxylic acid 1-ethyl ester 7-methyl ester). Yield: 90.9%. Reaction SMILES: [CH3:1][O:2][C:3]([C:5]1[CH:14]=[C:13]2[C:8]([C@H:9]([NH:21]C(OCC3C=CC=CC=3)=O)[CH2:10][C@H:11]([CH3:20])[N:12]2[C:15]([O:17][CH2:18][CH3:19])=[O:16])=[CH:7][C:6]=1[O:32][CH3:33])=[O:4].C1CCCCC=1>[Pd].C(O)C>[CH3:1][O:2][C:3]([C:5]1[CH:14]=[C:13]2[C:8]([C@H:9]([NH2:21])[CH2:10][C@H:11]([CH3:20])[N:12]2[C:15]([O:17][CH2:18][CH3:19])=[O:16])=[CH:7][C:6]=1[O:32][CH3:33])=[O:4]. Reported procedure: cis-4-Benzyloxycarbonylamino-6-methoxy-2-methyl-3,4-dihydro-2H-quinoline-1,7-dicarboxylic acid 1-ethyl ester 7-methyl ester (322 mg, 0.71 mmol), 10% palladium on carbon (32 mg) and cyclohexene (9 ml) in 16 ml ethanol was heated to 80° C. for 1.25 h. The reaction mixture was cooled to room temperature, filtered through Celite®, and concentrated in vacuo. Purification by silica gel chromatography using 1% isopropanol-dichloromethane afforded the title product (208 mg, 91%). 1H NMR (DMSO-d6)δ 1.02 ... Starting materials: C1(=CC=CC=C1)[C@H](CN)C ((R)-2-phenylpropyl amine), [OH-].[Na+] (NaOH), C=1(C(=CC=CC1)C(=O)Cl)C (o-toluoyl chloride). Run in ClCCl (dichloromethane). Reaction conditions: time 1 hour. Product: CC1=C(C(=O)NC[C@H](C)C2=CC=CC=C2)C=CC=C1 ((R)-2-Methyl-N-(2-phenyl-propyl)-benzamide). RXN SMILES: [C:1]1([C@@H:7]([CH3:10])[CH2:8][NH2:9])[CH:6]=[CH:5][CH:4]=[CH:3][CH:2]=1.[OH-].[Na+].[C:13]1([CH3:22])[C:14]([C:19](Cl)=[O:20])=[CH:15][CH:16]=[CH:17][CH:18]=1>ClCCl>[CH3:22][C:13]1[CH:18]=[CH:17][CH:16]=[CH:15][C:14]=1[C:19]([NH:9][CH2:8][C@@H:7]([C:1]1[CH:6]=[CH:5][CH:4]=[CH:3][CH:2]=1)[CH3:10])=[O:20] |f:1.2|. Procedure details: A mixture of (R)-2-phenylpropyl amine (1.24 g; 9.17 mmol), 1N NaOH (20 mL), and dichloromethane (20 mL) is treated with o-toluoyl chloride (1.42 g; 9.17 mmol) added dropwise; the mixture is then stirred at room temperature for 1 hour. The phases are separated and the aqueous layer extracted with dichloromethane (2×70 ml). The combined extracts are washed with water (1×30 mL) and brine (1×30 mL), dried over magnesium sulfate, and evaporated to give the product as a white solid. Reactants: NCC1=C(N(C2=CC(=CC=C2C1=O)OC)C1=CC=CC=C1)C(=O)OC (methyl 3-(aminomethyl)-7-methoxy-4-oxo-1-phenyl-1,4-dihydroquinoline-2-carboxylate), FC1=CC=C(C(=O)Cl)C=C1 (4-fluorobenzoyl chloride). Yields the product COC(=O)C=1N(C2=CC(=CC=C2C(C1CNC(C1=CC=C(C=C1)F)=O)=O)OC)C1=CC=CC=C1 (3-[(4-Fluoro-benzoylamino)-methyl]-7-methoxy-4-oxo-1-phenyl-1,4-dihydro-quinoline-2-carboxylic acid methyl ester). As a reaction SMILES: [NH2:1][CH2:2][C:3]1[C:12](=[O:13])[C:11]2[C:6](=[CH:7][C:8]([O:14][CH3:15])=[CH:9][CH:10]=2)[N:5]([C:16]2[CH:21]=[CH:20][CH:19]=[CH:18][CH:17]=2)[C:4]=1[C:22]([O:24][CH3:25])=[O:23].[F:26][C:27]1[CH:35]=[CH:34][C:30]([C:31](Cl)=[O:32])=[CH:29][CH:28]=1>>[CH3:25][O:24][C:22]([C:4]1[N:5]([C:16]2[CH:17]=[CH:18][CH:19]=[CH:20][CH:21]=2)[C:6]2[C:11]([C:12](=[O:13])[C:3]=1[CH2:2][NH:1][C:31](=[O:32])[C:30]1[CH:34]=[CH:35][C:27]([F:26])=[CH:28][CH:29]=1)=[CH:10][CH:9]=[C:8]([O:14][CH3:15])[CH:7]=2)=[O:23]. Procedure: 3-[(4-Fluoro-benzoylamino)-methyl]-7-methoxy-4-oxo-1-phenyl-1,4-dihydro-quinoline-2-carboxylic acid methyl ester was prepared starting from intermediate K and 4-fluorobenzoyl chloride. MS calcd. for C26H21FN2O5 [(M+H)+] 461.1, obsd. 460.9. The reactants are C(CCC)OC1=C(C=C(C=C1)/C=C/C(=O)OCCCCCCOC=1C=C(CO)C=C(C1)OCCCCCCOC(\C=C\C1=CC(=C(C=C1)OCCCC)OC)=O)OC (3,5-bis[(6-{[(2E)-3-(4-butoxy-3-methoxyphenyl)-2-propenoyl]oxy}hexyl)oxy]benzyl alcohol), BrC(Br)(Br)Br (tetrabromomethane), C1(=CC=CC=C1)P(C1=CC=CC=C1)C1=CC=CC=C1 (triphenylphosphine). Solvent: ClCCl (dichloromethane), ClCCl (dichloromethane). Reaction conditions: temperature 0 celsius, time 1 hour. Yields the product C(CCC)OC1=C(C=C(C=C1)/C=C/C(=O)OCCCCCCOC=1C=C(CBr)C=C(C1)OCCCCCCOC(\C=C\C1=CC(=C(C=C1)OCCCC)OC)=O)OC (3,5-bis[(6-{[(2E)-3-(4-butoxy-3-methoxy-phenyl)-2-propenoyl]oxy}hexyl)oxy]benzyl bromide). As a reaction SMILES: [CH2:1]([O:5][C:6]1[CH:11]=[CH:10][C:9](/[CH:12]=[CH:13]/[C:14]([O:16][CH2:17][CH2:18][CH2:19][CH2:20][CH2:21][CH2:22][O:23][C:24]2[CH:25]=[C:26]([CH:29]=[C:30]([O:32][CH2:33][CH2:34][CH2:35][CH2:36][CH2:37][CH2:38][O:39][C:40](=[O:56])/[CH:41]=[CH:42]/[C:43]3[CH:48]=[CH:47][C:46]([O:49][CH2:50][CH2:51][CH2:52][CH3:53])=[C:45]([O:54][CH3:55])[CH:44]=3)[CH:31]=2)[CH2:27]O)=[O:15])=[CH:8][C:7]=1[O:57][CH3:58])[CH2:2][CH2:3][CH3:4].[Br:59]C(Br)(Br)Br.C1(P(C2C=CC=CC=2)C2C=CC=CC=2)C=CC=CC=1>ClCCl>[CH2:1]([O:5][C:6]1[CH:11]=[CH:10][C:9](/[CH:12]=[CH:13]/[C:14]([O:16][CH2:17][CH2:18][CH2:19][CH2:20][CH2:21][CH2:22][O:23][C:24]2[CH:25]=[C:26]([CH:29]=[C:30]([O:32][CH2:33][CH2:34][CH2:35][CH2:36][CH2:37][CH2:38][O:39][C:40](=[O:56])/[CH:41]=[CH:42]/[C:43]3[CH:48]=[CH:47][C:46]([O:49][CH2:50][CH2:51][CH2:52][CH3:53])=[C:45]([O:54][CH3:55])[CH:44]=3)[CH:31]=2)[CH2:27][Br:59])=[O:15])=[CH:8][C:7]=1[O:57][CH3:58])[CH2:2][CH2:3][CH3:4]. Procedure details: 5.00 g (5.88 mmol) 3,5-bis[(6-{[(2E)-3-(4-butoxy-3-methoxyphenyl)-2-propenoyl]oxy}hexyl)oxy]benzyl alcohol, (6.47 mmol) tetrabromomethane were dissolved in 100 ml dichloromethane. The solution was subsequently cooled to 0° C. and a solution of 1.85 g (7.05 mmol) triphenylphosphine in 20 ml dichloromethane was added dropwise thereto over a period of 1 hour. The reaction mixture was reduced in volume by evaporation. Chromatography of the residue yield 3,5-bis[(6-{[(2E)-3-(4-butoxy-3-methoxy-phenyl... The reactants are O=[N+]([O-])c1cccnc1Nc1ccc(OCc2ccccc2)cc1, CCO, [Ca+2], [Cl-], [Cl-], O. Yields the product Nc1cccnc1Nc1ccc(OCc2ccccc2)cc1. RXN SMILES: [CH2:1]([c:2]1[cH:3][cH:4][cH:5][cH:6][cH:7]1)[O:8][c:9]1[cH:10][cH:11][c:12]([NH:15][c:16]2[n:17][cH:18][cH:19][cH:20][c:21]2[N+:22]([O-:23])=[O:24])[cH:13][cH:14]1.[CH3:28][CH2:29][OH:30].[Ca+2:26].[Cl-:25].[Cl-:27].[OH2:31]>>[CH2:1]([c:2]1[cH:3][cH:4][cH:5][cH:6][cH:7]1)[O:8][c:9]1[cH:10][cH:11][c:12]([NH:15][c:16]2[n:17][cH:18][cH:19][cH:20][c:21]2[NH2:22])[cH:13][cH:14]1. The reactants are [C-]#N, CC1CC(=O)Nc2nc(Br)c3ncccc3c21, CO, N#C[Cu], [K+], O. Yields the product CC1CC(=O)Nc2nc(C#N)c3ncccc3c21. Reaction SMILES: [C-:21]#[N:22].[CH3:1][CH:2]1[c:3]2[c:4]3[c:5]([c:6]([Br:13])[n:7][c:8]2[NH:9][C:10](=[O:12])[CH2:11]1)[n:14][cH:15][cH:16][cH:17]3.[CH3:24][OH:25].[Cu:18][C:19]#[N:20].[K+:23].[OH2:26]>>[CH3:1][CH:2]1[c:3]2[c:4]3[c:5]([c:6]([C:19]#[N:20])[n:7][c:8]2[NH:9][C:10](=[O:12])[CH2:11]1)[n:14][cH:15][cH:16][cH:17]3.